This data is from the Open Reaction Database (ORD), a public repository of structured organic reaction records. The task is: describe an organic reaction: reactants, conditions, products, and yield Starting materials: CN(C)Cc1cn(-c2ccc(Nc3ncc(Br)n4ccnc34)cc2)nn1, NC(=O)c1ccc(B(O)O)cc1, c1ccc(P(c2ccccc2)(c2ccccc2)[Pd](P(c2ccccc2)(c2ccccc2)c2ccccc2)(P(c2ccccc2)(c2ccccc2)c2ccccc2)P(c2ccccc2)(c2ccccc2)c2ccccc2)cc1. Yields the product CN(C)Cc1cn(-c2ccc(Nc3ncc(-c4ccc(C(N)=O)cc4)n4ccnc34)cc2)nn1. As a reaction SMILES: [Br:1][c:2]1[cH:3][n:4][c:5]([NH:11][c:12]2[cH:13][cH:14][c:15](-[n:18]3[n:19][n:20][c:21]([CH2:23][N:24]([CH3:25])[CH3:26])[cH:22]3)[cH:16][cH:17]2)[c:6]2[n:7]1[cH:8][cH:9][n:10]2.[NH2:27][C:28](=[O:29])[c:30]1[cH:31][cH:32][c:33]([B:36]([OH:37])[OH:38])[cH:34][cH:35]1.[cH:39]1[cH:40][cH:41][c:42]([P:43]([Pd:44]([P:45]([c:46]2[cH:47][cH:48][cH:49][cH:50][cH:51]2)([c:52]2[cH:53][cH:54][cH:55][cH:56][cH:57]2)[c:58]2[cH:59][cH:60][cH:61][cH:62][cH:63]2)([P:64]([c:65]2[cH:66][cH:67][cH:68][cH:69][cH:70]2)([c:71]2[cH:72][cH:73][cH:74][cH:75][cH:76]2)[c:77]2[cH:78][cH:79][cH:80][cH:81][cH:82]2)[P:83]([c:84]2[cH:85][cH:86][cH:87][cH:88][cH:89]2)([c:90]2[cH:91][cH:92][cH:93][cH:94][cH:95]2)[c:96]2[cH:97][cH:98][cH:99][cH:100][cH:101]2)([c:102]2[cH:103][cH:104][cH:105][cH:106][cH:107]2)[c:108]2[cH:109][cH:110][cH:111][cH:112][cH:113]2)[cH:114][cH:115]1>>[c:2]1(-[c:33]2[cH:32][cH:31][c:30]([C:28]([NH2:27])=[O:29])[cH:35][cH:34]2)[cH:3][n:4][c:5]([NH:11][c:12]2[cH:13][cH:14][c:15](-[n:18]3[n:19][n:20][c:21]([CH2:23][N:24]([CH3:25])[CH3:26])[cH:22]3)[cH:16][cH:17]2)[c:6]2[n:7]1[cH:8][cH:9][n:10]2.